This data is from the Open Reaction Database (ORD), a public repository of structured organic reaction records. The task is: describe an organic reaction: reactants, conditions, products, and yield Starting materials: C([O-])([O-])=O.[Na+].[Na+] (sodium carbonate), CNCC1(CCOCC1)C1=CC=C(C=C1)OCCCN1CCCC1 (methyl-{4-[4-(3-pyrrolidin-1-ylpropoxy)phenyl]-tetrahydropyran-4-ylmethyl}amine), C1C(OCC(O1)O)O (glycolaldehyde dimer), CC(=O)O (AcOH). The solvent is C(Cl)Cl (DCM), C(Cl)Cl (DCM). Yields the product CN(CCO)CC1(CCOCC1)C1=CC=C(C=C1)OCCCN1CCCC1 (2-[methyl({4-[4-(3-pyrrolidin-1-ylpropoxy)phenyl]tetrahydro-2H-pyran-4-yl}methyl)amino]ethanol). Yield: 56.2%. As a reaction SMILES: [CH3:1][NH:2][CH2:3][C:4]1([C:10]2[CH:15]=[CH:14][C:13]([O:16][CH2:17][CH2:18][CH2:19][N:20]3[CH2:24][CH2:23][CH2:22][CH2:21]3)=[CH:12][CH:11]=2)[CH2:9][CH2:8][O:7][CH2:6][CH2:5]1.[CH2:25]1OC(O)C[O:27][CH:26]1O.CC(O)=O.C(=O)([O-])[O-].[Na+].[Na+]>C(Cl)Cl>[CH3:1][N:2]([CH2:3][C:4]1([C:10]2[CH:15]=[CH:14][C:13]([O:16][CH2:17][CH2:18][CH2:19][N:20]3[CH2:24][CH2:23][CH2:22][CH2:21]3)=[CH:12][CH:11]=2)[CH2:9][CH2:8][O:7][CH2:6][CH2:5]1)[CH2:25][CH2:26][OH:27] |f:3.4.5|. Procedure: A solution of methyl-{4-[4-(3-pyrrolidin-1-ylpropoxy)phenyl]-tetrahydropyran-4-ylmethyl}amine (350 mg, 1.05 mmol), glycolaldehyde dimer (130 mg, 1.05 mmol) and AcOH (0.15 ml, 2.1 mmol) in DCM (5 ml) was stirred at room temperature for 18 hours. Saturated aqueous sodium carbonate (10 ml) and DCM (10 ml) were added and the mixture was shaken and partitioned. The aqueous phase was extracted with DCM (2×10 ml) and the combined organics dried (K2CO3), filtered and concentrated in vacuo. The crude pro... Reactants: C(C)(C)(C)OC(=O)NC(CC(=O)O)CC1=C(C=C(C(=C1)F)F)F (3-tert-butoxycarbonylamino-4-(2,4,5-trifluorophenyl)butyric acid), ( II ), C=1C(=C(C=C(C1F)F)F)C[C@H](CC(=O)N2CCN3C(=NN=C3C(F)(F)F)C2)N.O.OP(=O)(O)O (Sitagliptin Phosphate), CCN(C(C)C)C(C)C (Hunig's base), C(C)(C)OC(C)C (diisopropyl ether), Cl.FC(C1=NN=C2N1CCNC2)(F)F (3-(trifluoromethyl)-5,6,7,8-tetrahydro-[1,2,4]triazolo[4,3-a]pyrazine HCl), ClC1=CC=C(C=C1)B(O)O (4-chloro phenyl boronic acid). The solvent is C1(=CC=CC=C1)C (toluene), O (water). Reaction conditions: time 5 minute. Yields the product C(C)(C)(C)OC(N[C@H](CC1=C(C=C(C(=C1)F)F)F)CC(N1CC=2N(CC1)C(=NN2)C(F)(F)F)=O)=O ((R)-tert-butyl4-oxo-4-(3-(trifluoromethyl)-5,6-dihydro-[1,2,4]-triazolo[4,3-a]pyrazin-7(8H)-yl)-1-(2,4,5-trifluorophenyl)butan-2-yl-carbamate). Reaction SMILES: [C:1]([O:5][C:6]([NH:8][CH:9]([CH2:14][C:15]1[CH:20]=[C:19]([F:21])[C:18]([F:22])=[CH:17][C:16]=1[F:23])[CH2:10][C:11]([OH:13])=O)=[O:7])([CH3:4])([CH3:3])[CH3:2].C1C(C[C@@H](N)CC([N:38]2[CH2:50][C:42]3=[N:43][N:44]=[C:45]([C:46]([F:49])([F:48])[F:47])[N:41]3[CH2:40][CH2:39]2)=O)=C(F)C=C(F)C=1F.O.OP(O)(O)=O.CCN(C(C)C)C(C)C.Cl.FC(F)(F)C1N2CCNCC2=NN=1.ClC1C=CC(B(O)O)=CC=1.C(OC(C)C)(C)C>O.C1(C)C=CC=CC=1>[C:1]([O:5][C:6](=[O:7])[NH:8][C@@H:9]([CH2:10][C:11](=[O:13])[N:38]1[CH2:39][CH2:40][N:41]2[C:45]([C:46]([F:49])([F:47])[F:48])=[N:44][N:43]=[C:42]2[CH2:50]1)[CH2:14][C:15]1[CH:20]=[C:19]([F:21])[C:18]([F:22])=[CH:17][C:16]=1[F:23])([CH3:2])([CH3:3])[CH3:4] |f:1.2.3,5.6|. Reported procedure: 5 g of 3-tert-butoxycarbonylamino-4-(2,4,5-trifluorophenyl)butyric acid of formula (II) was charged with 40 ml of toluene into a 500 ml 4 necked round bottom flask attached with dean stark apparatus followed by 5 ml of Hunig's base at room temperature. Then 5 g of 3-(trifluoromethyl)-5,6,7,8-tetrahydro-[1,2,4]triazolo[4,3-a]pyrazine HCl was charged and stirred for 5 minutes. 2.34 g of 4-chloro phenyl boronic acid was charged to the reaction mass. After 48 hours of stirring at reflux temperature,... Reactants: NC=1C(=NC=CC1)C(=O)O (3-aminopyridin-2-carboxylic acid), CN (methylamine), C[C@@H]1CN(CCC1)CCCOC1=CC=C(C=O)C=C1 (4-{3-[(3S)-3-methylpiperidin-1-yl]propoxy}benzaldehyde). The product is CN1C(=NC2=C(C1=O)N=CC=C2)C2=CC=C(C=C2)OCCCN2C[C@H](CCC2)C (3-Methyl-2-(4-{3-[(3S)-3-methylpiperidin-1-yl]propoxy}phenyl)pyrido[3,2-d]pyrimidin-4(3H)-one). Reaction SMILES: [NH2:1][C:2]1[C:3]([C:8]([OH:10])=O)=[N:4][CH:5]=[CH:6][CH:7]=1.[CH3:11][NH2:12].[CH3:13][C@H:14]1[CH2:19][CH2:18][CH2:17][N:16]([CH2:20][CH2:21][CH2:22][O:23][C:24]2[CH:31]=[CH:30][C:27]([CH:28]=O)=[CH:26][CH:25]=2)[CH2:15]1>>[CH3:11][N:12]1[C:8](=[O:10])[C:3]2[N:4]=[CH:5][CH:6]=[CH:7][C:2]=2[N:1]=[C:28]1[C:27]1[CH:30]=[CH:31][C:24]([O:23][CH2:22][CH2:21][CH2:20][N:16]2[CH2:17][CH2:18][CH2:19][C@H:14]([CH3:13])[CH2:15]2)=[CH:25][CH:26]=1. Procedure: The entitled compound was obtained according to the method of Example 15 but starting from 3-aminopyridin-2-carboxylic acid, methylamine and 4-{3-[(3S)-3-methylpiperidin-1-yl]propoxy}benzaldehyde. The resulting compound was recrystallized from diethyl ether-heptane to give a colorless acicular crystal (m.p. 83.5-88.5° C.). Starting materials: [N+](=O)([O-])C1=CC=C(C=C1)N (4-nitrobenzenamine), CS(=O)(=O)OCCC(C)N1CCOCC1 (3-(morpholin-4-yl)-1-butanol methanesulfonate). Product: N1(CCOCC1)C(CCNC1=CC=C(C=C1)[N+](=O)[O-])C (N-[3-(Morpholin-4-yl)butyl]-4-nitrobenzenamine). Reaction SMILES: [N+:1]([C:4]1[CH:9]=[CH:8][C:7]([NH2:10])=[CH:6][CH:5]=1)([O-:3])=[O:2].CS(O[CH2:16][CH2:17][CH:18]([N:20]1[CH2:25][CH2:24][O:23][CH2:22][CH2:21]1)[CH3:19])(=O)=O>>[N:20]1([CH:18]([CH3:19])[CH2:17][CH2:16][NH:10][C:7]2[CH:8]=[CH:9][C:4]([N+:1]([O-:3])=[O:2])=[CH:5][CH:6]=2)[CH2:25][CH2:24][O:23][CH2:22][CH2:21]1. Reported procedure: In a manner similar to Preparation 2, react 4-nitrobenzenamine with 3-(morpholin-4-yl)-1-butanol methanesulfonate to obtain the title compound.